This data is from the Open Reaction Database (ORD), a public repository of structured organic reaction records. The task is: describe an organic reaction: reactants, conditions, products, and yield Product: O=C(Nc1cc(C(=O)O)ccc1F)OCc1ccccc1. Reaction SMILES: [C:12](=[O:13])([O-:14])[O-:15].[Cl:18][C:19](=[O:20])[O:21][CH2:22][c:23]1[cH:24][cH:25][cH:26][cH:27][cH:28]1.[Cs+:16].[Cs+:17].[NH2:1][c:2]1[cH:3][c:4]([C:5](=[O:6])[OH:7])[cH:8][cH:9][c:10]1[F:11].[O:29]1[CH2:30][CH2:31][CH2:32][CH2:33]1.[OH2:34]>>[NH:1]([c:2]1[cH:3][c:4]([C:5](=[O:6])[OH:7])[cH:8][cH:9][c:10]1[F:11])[C:19](=[O:20])[O:21][CH2:22][c:23]1[cH:24][cH:25][cH:26][cH:27][cH:28]1. Reactants: O=C([O-])[O-], O=C(Cl)OCc1ccccc1, [Cs+], [Cs+], Nc1cc(C(=O)O)ccc1F, C1CCOC1, O. Starting materials: CC(=O)CC(C)C, CC(Cl)c1ccc(F)cc1, [I-], [K+], [Na+], [Na+], O=C([O-])[O-], c1ccc(CCN2CCC(Nc3nc4ccccc4[nH]3)CC2)cc1. Product: CC(c1ccc(F)cc1)n1c(NC2CCN(CCc3ccccc3)CC2)nc2ccccc21. Reaction SMILES: [CH3:43][CH:44]([CH3:45])[CH2:46][C:47](=[O:48])[CH3:49].[Cl:1][CH:2]([CH3:3])[c:4]1[cH:5][cH:6][c:7]([F:10])[cH:8][cH:9]1.[I-:42].[K+:41].[Na+:35].[Na+:36].[O-:37][C:38](=[O:39])[O-:40].[c:11]1([CH2:17][CH2:18][N:19]2[CH2:20][CH2:21][CH:22]([NH:25][c:26]3[n:27][c:28]4[c:29]([nH:30]3)[cH:31][cH:32][cH:33][cH:34]4)[CH2:23][CH2:24]2)[cH:12][cH:13][cH:14][cH:15][cH:16]1>>[CH:2]([CH3:3])([c:4]1[cH:5][cH:6][c:7]([F:10])[cH:8][cH:9]1)[n:27]1[c:26]([NH:25][CH:22]2[CH2:21][CH2:20][N:19]([CH2:18][CH2:17][c:11]3[cH:12][cH:13][cH:14][cH:15][cH:16]3)[CH2:24][CH2:23]2)[n:30][c:29]2[c:28]1[cH:34][cH:33][cH:32][cH:31]2. Product: Cl, O=C1c2ccccc2C(=O)N1CC1CC2(CCN1)OCCO2. RXN SMILES: [C:1]([O:2][C:3](=[O:4])[N:8]1[CH:9]([CH2:18][N:19]2[C:20](=[O:29])[c:21]3[cH:22][cH:23][cH:24][cH:25][c:26]3[C:27]2=[O:28])[CH2:10][C:11]2([O:12][CH2:13][CH2:14][O:15]2)[CH2:16][CH2:17]1)([CH3:5])([CH3:6])[CH3:7].[CH3:34][CH2:35][O:36][CH2:37][CH3:38].[Cl:31][CH2:32][Cl:33].[ClH:30]>>[ClH:30].[NH:8]1[CH:9]([CH2:18][N:19]2[C:20](=[O:29])[c:21]3[cH:22][cH:23][cH:24][cH:25][c:26]3[C:27]2=[O:28])[CH2:10][C:11]2([O:12][CH2:13][CH2:14][O:15]2)[CH2:16][CH2:17]1. Reactants: CC(C)(C)OC(=O)N1CCC2(CC1CN1C(=O)c3ccccc3C1=O)OCCO2, CCOCC, ClCCl, Cl. Starting materials: N1=C(C=CC=C1)CCO (2-pyridineethanol), [N+](=O)([O-])C=1C(=CC(=CC1)O)C (4-nitro-m-cresol), C1(=CC=CC=C1)P(C1=CC=CC=C1)C1=CC=CC=C1 (triphenylphosphine), N(=NC(=O)OC(C)C)C(=O)OC(C)C (diisopropyl azodicarboxylate). Run in O1CCCC1 (tetrahydrofuran), O1CCCC1 (tetrahydrofuran). Run at time 30 minute. The product is CC1=C(C=CC(=C1)OCCC1=NC=CC=C1)[N+](=O)[O-] (2-methyl-4-[2-(2-pyridinyl)ethoxy]-1-nitrobenzene). As a reaction SMILES: [N+:1]([C:4]1[C:5]([CH3:11])=[CH:6][C:7]([OH:10])=[CH:8][CH:9]=1)([O-:3])=[O:2].C1(P(C2C=CC=CC=2)C2C=CC=CC=2)C=CC=CC=1.N(C(OC(C)C)=O)=NC(OC(C)C)=O.[N:45]1[CH:50]=[CH:49][CH:48]=[CH:47][C:46]=1[CH2:51][CH2:52]O>O1CCCC1>[CH3:11][C:5]1[CH:6]=[C:7]([O:10][CH2:52][CH2:51][C:46]2[CH:47]=[CH:48][CH:49]=[CH:50][N:45]=2)[CH:8]=[CH:9][C:4]=1[N+:1]([O-:3])=[O:2]. Procedure: To a solution of 4-nitro-m-cresol (3.0 g, 0.020 mmol) and triphenylphosphine (7.7 g, 0.029 mmol) in tetrahydrofuran (50 mL) cooled with ice bath, diisopropyl azodicarboxylate (5.8 mL, 0.030 mmol) was added dropwise. The mixture was stirred at ambient temperature for 30 min. The reaction mixture was cooled with ice bath, and a solution of 2-pyridineethanol (2.6 mL, 0.024 mmol) in tetrahydrofuran (5.0 mL) was added dropwise to the reaction mixture then the mixture was stirred at ambient temperatur... Starting materials: resultant mixture, BrC=1C(=C(C(=O)OC)C(=CC1)CS(=O)(=O)C1=C(C=CC=C1)Br)OC (methyl 3-bromo-6-(2-bromobenzenesulphonylmethyl)-2-methoxybenzoate), BrC=1C(=C(C(=O)OC)C(=CC1)CS(=O)(=O)C1=C(C=CC=C1)Br)OC (methyl 3-bromo-6-(2-bromobenzenesulphonylmethyl)-2-methoxybenzoate), C(CCC)[Sn](\C=C/CO)(CCCC)CCCC (3-tributylstannyl-(Z)-prop-2-en-1-ol). Reagents/catalysts: CC(C)([P](C(C)(C)C)([Pd][P](C(C)(C)C)(C(C)(C)C)C(C)(C)C)C(C)(C)C)C (Bis-(tri-tert-butylphosphine)palladium). The solvent is C1(=CC=CC=C1)C (toluene). Reaction conditions: temperature 30 celsius. The product is BrC=1C(=C(C(=O)OC)C(=CC1)CS(=O)(=O)C1=C(C=CC=C1)C=CCO)OC (methyl 3-bromo-6-((2-(3-hydroxyprop-1-enyl)benzenesulfonyl)methyl)-2-methoxybenzoate). Reaction SMILES: [Br:1][C:2]1[C:3]([O:23][CH3:24])=[C:4]([C:9]([CH2:12][S:13]([C:16]2[CH:21]=[CH:20][CH:19]=[CH:18][C:17]=2Br)(=[O:15])=[O:14])=[CH:10][CH:11]=1)[C:5]([O:7][CH3:8])=[O:6].C([Sn](CCCC)(CCCC)/[CH:30]=[CH:31]\[CH2:32][OH:33])CCC>C1(C)C=CC=CC=1.CC(C)([P](C(C)(C)C)([Pd][P](C(C)(C)C)(C(C)(C)C)C(C)(C)C)C(C)(C)C)C>[Br:1][C:2]1[C:3]([O:23][CH3:24])=[C:4]([C:9]([CH2:12][S:13]([C:16]2[CH:21]=[CH:20][CH:19]=[CH:18][C:17]=2[CH:30]=[CH:31][CH2:32][OH:33])(=[O:15])=[O:14])=[CH:10][CH:11]=1)[C:5]([O:7][CH3:8])=[O:6] |^1:51,57|. Procedure: Bis-(tri-tert-butylphosphine)palladium (0.031 g) was added to a degassed solution of methyl 3-bromo-6-(2-bromobenzenesulphonylmethyl)-2-methoxybenzoate (Intermediate 66, 0.286 g) and 3-tributylstannyl-(Z)-prop-2-en-1-ol (prepared according to Webb et al, Tetrahedron, 2008, 64, 4778, 0.27 ml) in toluene (3 ml) and the resultant mixture was stirred at room temperature for 3 hours then heated at 30° C. for 2 hours. After cooling, the mixture was filtered through Celite and the filtrate was evaporat... The reactants are S(=O)(Cl)Cl (thionyl chloride), BrC1=C2C(=CNC2=CC=C1)CC(=O)O ((4-bromo-1H-indol-3-yl)acetic acid), C(O)([O-])=O.[Na+] (sodium hydrogen carbonate). Run in CO (methanol). Reaction conditions: time 30 minute. The product is CC(C(=O)O)C1=CNC2=CC=CC(=C12)Br (methyl (4-bromo-1H-indol-3-yl)acetic acid). As a reaction SMILES: S(Cl)(Cl)=O.[Br:5][C:6]1[CH:14]=[CH:13][CH:12]=[C:11]2[C:7]=1[C:8]([CH2:15][C:16]([OH:18])=[O:17])=[CH:9][NH:10]2.[C:19](=O)([O-])O.[Na+]>CO>[CH3:19][CH:15]([C:8]1[C:7]2[C:11](=[CH:12][CH:13]=[CH:14][C:6]=2[Br:5])[NH:10][CH:9]=1)[C:16]([OH:18])=[O:17] |f:2.3|. Procedure: To methanol (10 mL), thionyl chloride (0.76 mL) was added dropwise at −15 to −10° C., followed by stirring for 30 minutes. To the mixture, (4-bromo-1H-indol-3-yl)acetic acid (Chemical and Pharmaceutical Bulletin, 33(9), 3696-3708 (1985), 1.32 g) was added, followed by stifling at room temperature for 2 hours. To the reaction mixture, an aqueous saturated sodium hydrogen carbonate solution was added, followed by extraction with ethyl acetate. The organic layer was washed in turn with water and sa... Reactants: CCCCCCN=C=S, Cl, Nc1cc(Cl)sc1S(N)(=O)=O. The product is CCCCCCNC1=NS(=O)(=O)c2sc(Cl)cc2N1. As a reaction SMILES: [CH2:13]([CH2:14][CH2:15][CH2:16][CH2:17][CH3:18])[N:19]=[C:20]=[S:21].[ClH:1].[NH2:2][c:3]1[c:4]([S:9](=[O:10])(=[O:11])[NH2:12])[s:5][c:6]([Cl:8])[cH:7]1>>[NH:2]1[c:3]2[c:4]([s:5][c:6]([Cl:8])[cH:7]2)[S:9](=[O:10])(=[O:11])[N:12]=[C:20]1[NH:19][CH2:13][CH2:14][CH2:15][CH2:16][CH2:17][CH3:18].